Dataset: the Open Reaction Database (ORD), a public repository of structured organic reaction records. Task: describe an organic reaction: reactants, conditions, products, and yield The reactants are BrC1=C(C=C(N)C=C1)F (4-bromo-3-fluoroaniline), C([O-])(O)=O.[Na+] (sodium bicarbonate), ClC(=O)OCC1=CC=CC=C1 (benzyl chloroformate). The solvent is CC(=O)C (acetone). Product: C(C1=CC=CC=C1)OC(NC1=CC(=C(C=C1)Br)F)=O ((4-Bromo-3-fluoro-phenyl)-carbamic Acid Benzyl Ester). Reaction SMILES: [Br:1][C:2]1[CH:8]=[CH:7][C:5]([NH2:6])=[CH:4][C:3]=1[F:9].C(=O)(O)[O-].[Na+].Cl[C:16]([O:18][CH2:19][C:20]1[CH:25]=[CH:24][CH:23]=[CH:22][CH:21]=1)=[O:17]>CC(C)=O>[CH2:19]([O:18][C:16](=[O:17])[NH:6][C:5]1[CH:7]=[CH:8][C:2]([Br:1])=[C:3]([F:9])[CH:4]=1)[C:20]1[CH:25]=[CH:24][CH:23]=[CH:22][CH:21]=1 |f:1.2|. Reported procedure: To a solution of 10 g of 4-bromo-3-fluoroaniline (52 mmol) in 300 ml acetone were added successively 150 ml of a saturated sodium bicarbonate solution and at 0° C. 9 ml of benzyl chloroformate (63 mmol). The reaction was monitored by TLC. The acetone was evaporated, the residue extracted twice with ethyl acetate, washed with water and brine, dried and evaporated. The residue was crystallized from an ethyl acetate/hexane mixture. The reactants are BrC1=CC2=C(CCC=3C(=NN(C23)C2=C(C=C(C=C2)Cl)Cl)C(=O)O)S1 (7-bromo-1-(2′,4′-dichlorophenyl)-4,5-dihydro-1H-thieno[2,3-g] indazol-3-carboxylic acid), NN1CCCCC1 (1-aminopiperidine). Yields the product N1(CCCCC1)NC(=O)C1=NN(C=2C3=C(CCC12)SC(=C3)Br)C3=C(C=C(C=C3)Cl)Cl (N-piperidinyl-7-bromo-1-(2′,4′-dichloro phenyl)-4,5-dihydro-1H-thieno[2,3-g]indazol-3-carboxamide). Isolated yield 42.0%. As a reaction SMILES: [Br:1][C:2]1[S:24][C:5]2[CH2:6][CH2:7][C:8]3[C:9]([C:21](O)=[O:22])=[N:10][N:11]([C:13]4[CH:18]=[CH:17][C:16]([Cl:19])=[CH:15][C:14]=4[Cl:20])[C:12]=3[C:4]=2[CH:3]=1.[NH2:25][N:26]1[CH2:31][CH2:30][CH2:29][CH2:28][CH2:27]1>>[N:26]1([NH:25][C:21]([C:9]2[C:8]3[CH2:7][CH2:6][C:5]4[S:24][C:2]([Br:1])=[CH:3][C:4]=4[C:12]=3[N:11]([C:13]3[CH:18]=[CH:17][C:16]([Cl:19])=[CH:15][C:14]=3[Cl:20])[N:10]=2)=[O:22])[CH2:31][CH2:30][CH2:29][CH2:28][CH2:27]1. Procedure: The same procedure described in the preparations a) and b) of Example 3.1. was used to react the 7-bromo-1-(2′,4′-dichlorophenyl)-4,5-dihydro-1H-thieno[2,3-g] indazol-3-carboxylic acid prepared in the Example 2.2 with 1-aminopiperidine. The purification by flash chromatography (oil ether/ethyl acetate 6/4) has given the compound N-piperidinyl-7-bromo-1-(2′,4′-dichlorophenyl)-4,5-dihydro-1H-thieno[2,3-g]indazol-3-carboxamide as white solid with a 42% yield. Rf=0.33 (oil ether/ethyl acetate 6/4); ... Reactants: C(C)(=O)OCC=1C=C2C=C(C(=NC2=CC1)C(=O)OCC)C (ethyl 6-acetoxymethyl-3-methylquinoline-2-carboxylate), C([O-])([O-])=O.[K+].[K+] (potassium carbonate). The solvent is CO (methanol). Reaction conditions: time 30 minute. Yields the product OCC=1C=C2C=C(C(=NC2=CC1)C(=O)OC)C (methyl 6-hydroxymethyl-3-methylquinoline-2-carboxylate). Isolated yield 5.9%. As a reaction SMILES: C([O:4][CH2:5][C:6]1[CH:7]=[C:8]2[C:13](=[CH:14][CH:15]=1)[N:12]=[C:11]([C:16]([O:18][CH2:19]C)=[O:17])[C:10]([CH3:21])=[CH:9]2)(=O)C.C(=O)([O-])[O-].[K+].[K+]>CO>[OH:4][CH2:5][C:6]1[CH:7]=[C:8]2[C:13](=[CH:14][CH:15]=1)[N:12]=[C:11]([C:16]([O:18][CH3:19])=[O:17])[C:10]([CH3:21])=[CH:9]2 |f:1.2.3|. Procedure details: A mixture of ethyl 6-acetoxymethyl-3-methylquinoline-2-carboxylate (420 mg) and potassium carbonate in methanol was stirred for 30 minutes under ice-cooling. After filtration the filtrate was concentrated and partitioned between ethyl acetate and water. The organic layer was washed with water, dried over magnesium sulfate and concentrated to give methyl 6-hydroxymethyl-3-methylquinoline-2-carboxylate (20 mg). The reactants are FC1=CC=C(C=C1)C1=NNC(C2=CC(=CC=C12)OC)=O (4-(4-fluorophenyl)-7-methoxy-2H-phthalazin-1-one), P(=O)(Cl)(Cl)Cl (phosphoryl chloride). Yields the product ClC1=NN=C(C2=CC=C(C=C12)OC)C1=CC=C(C=C1)F (1-Chloro-4-(4-fluorophenyl)-7-methoxyphthalazine). RXN SMILES: [F:1][C:2]1[CH:7]=[CH:6][C:5]([C:8]2[C:17]3[C:12](=[CH:13][C:14]([O:18][CH3:19])=[CH:15][CH:16]=3)[C:11](=O)[NH:10][N:9]=2)=[CH:4][CH:3]=1.P(Cl)(Cl)([Cl:23])=O>>[Cl:23][C:11]1[C:12]2[C:17](=[CH:16][CH:15]=[C:14]([O:18][CH3:19])[CH:13]=2)[C:8]([C:5]2[CH:6]=[CH:7][C:2]([F:1])=[CH:3][CH:4]=2)=[N:9][N:10]=1. Procedure details: This compound is obtained according to the procedure described in 1.3. by reacting 4-(4-fluorophenyl)-7-methoxy-2H-phthalazin-1-one with phosphoryl chloride.